This data is from the Open Reaction Database (ORD), a public repository of structured organic reaction records. The task is: describe an organic reaction: reactants, conditions, products, and yield Starting materials: NC1=C(C=C(C[C@H](C(=O)N2CCC(CC2)N2CCN(CC2)C)CC(=O)N2CCC(CC2)N2C(NC3=C(CC2)C=CC=C3)=O)C=C1C(F)(F)F)Cl ((S)-2-(4-amino-3-chloro-5-trifluoromethyl-benzyl)-1-[4-(4-methyl-piperazin-1-yl)-piperidin-1-yl]-4-[4-(2-oxo-1,2,4,5-tetrahydro-1,3-benzodiazepin-3-yl)-piperidin-1-yl]-butane-1,4-dione), Cl (hydrochloric acid). Run in CC(=O)C (acetone), O (water). Yields the product O.O.O.O.O.Cl.NC1=C(C=C(C[C@H](C(=O)N2CCC(CC2)N2CCN(CC2)C)CC(=O)N2CCC(CC2)N2C(NC3=C(CC2)C=CC=C3)=O)C=C1C(F)(F)F)Cl ((S)-2-(4-amino-3-chloro-5-trifluoromethyl-benzyl)-1-[4-(4-methyl-piperazin-1-yl)-piperidin-1-yl]-4-[4-(2-oxo-1,2,4,5-tetrahydro-1,3-benzodiazepin-3-yl)-piperidin-1-yl]-butane-1,4-dione-hydrochloride pentahydrate). RXN SMILES: [NH2:1][C:2]1[C:45]([C:46]([F:49])([F:48])[F:47])=[CH:44][C:5]([CH2:6][C@@H:7]([CH2:23][C:24]([N:26]2[CH2:31][CH2:30][CH:29]([N:32]3[CH2:38][CH2:37][C:36]4[CH:39]=[CH:40][CH:41]=[CH:42][C:35]=4[NH:34][C:33]3=[O:43])[CH2:28][CH2:27]2)=[O:25])[C:8]([N:10]2[CH2:15][CH2:14][CH:13]([N:16]3[CH2:21][CH2:20][N:19]([CH3:22])[CH2:18][CH2:17]3)[CH2:12][CH2:11]2)=[O:9])=[CH:4][C:3]=1[Cl:50].Cl>CC(C)=O.O>[OH2:9].[OH2:9].[OH2:9].[OH2:9].[OH2:9].[ClH:50].[NH2:1][C:2]1[C:45]([C:46]([F:48])([F:47])[F:49])=[CH:44][C:5]([CH2:6][C@@H:7]([CH2:23][C:24]([N:26]2[CH2:27][CH2:28][CH:29]([N:32]3[CH2:38][CH2:37][C:36]4[CH:39]=[CH:40][CH:41]=[CH:42][C:35]=4[NH:34][C:33]3=[O:43])[CH2:30][CH2:31]2)=[O:25])[C:8]([N:10]2[CH2:15][CH2:14][CH:13]([N:16]3[CH2:21][CH2:20][N:19]([CH3:22])[CH2:18][CH2:17]3)[CH2:12][CH2:11]2)=[O:9])=[CH:4][C:3]=1[Cl:50] |f:4.5.6.7.8.9.10|. Reported procedure: 3.0 g (4.2 mmol) (S)-2-(4-amino-3-chloro-5-trifluoromethyl-benzyl)-1-[4-(4-methyl-piperazin-1-yl)-piperidin-1-yl]-4-[4-(2-oxo-1,2,4,5-tetrahydro-1,3-benzodiazepin-3-yl)-piperidin-1-yl]-butane-1,4-dione are dissolved in 3 ml acetone and combined with a solution of 4.2 ml hydrochloric acid (1 mol/l in water) in 22.8 ml of water. The mixture is refluxed and cooled to ambient temperature within 12 hours. The solid formed is filtered off and dried for 12 hours at 40° C. Reactants: Cl.ClC1=CC=C(C(=N)N)C=C1 (4-chlorobenzamidine hydrochloride), C([O-])([O-])=O.[K+].[K+] (potassium carbonate), ClC(=CC=O)Cl (3,3-dichloroacrolein), ClC(=CC=O)Cl (3,3-Dichloroacrolein), FC(C=1C=C(C=CC1)O)(F)F (3-trifluoromethylphenol), Cl.ClC1=CC=C(C(=N)N)C=C1 (4-chlorobenzamidine hydrochloride). Run in C(OC)COC (dimethoxyethane), C(OC)COC (dimethoxyethane). Yields the product ClC1=CC=C(C=C1)C1=NC=CC(=N1)OC1=CC(=CC=C1)C(F)(F)F (2-(4-Chlorophenyl)-4-(3-Trifluoromethylphenoxy)Pyrimidine). Yield: 79.6%. As a reaction SMILES: Cl[C:2](Cl)=[CH:3][CH:4]=[O:5].Cl.[Cl:8][C:9]1[CH:17]=[CH:16][C:12]([C:13]([NH2:15])=[NH:14])=[CH:11][CH:10]=1.[F:18][C:19]([F:28])([F:27])[C:20]1[CH:21]=[C:22](O)[CH:23]=[CH:24][CH:25]=1.C(=O)([O-])[O-].[K+].[K+]>C(COC)OC>[Cl:8][C:9]1[CH:17]=[CH:16][C:12]([C:13]2[N:15]=[C:4]([O:5][C:24]3[CH:23]=[CH:22][CH:21]=[C:20]([C:19]([F:28])([F:27])[F:18])[CH:25]=3)[CH:3]=[CH:2][N:14]=2)=[CH:11][CH:10]=1 |f:1.2,4.5.6|. Procedure details: 3,3-Dichloroacrolein (10 mmoles) diluted with dimethoxyethane (35 ml), is slowly added to a mixture consisting of a 4-chlorobenzamidine hydrochloride (10 mmoles), 3-trifluoromethylphenol (11 mmoles), potassium carbonate (40 mmoles) and dimethoxyethane (40 ml), which is stirred under reflux. When the addition of 3,3-dichloroacrolein is completed additional 4-chlorobenzamidine hydrochloride (1 mmoles) is added. The reaction mixture is stirred for 3 hours under reflux and subsequently cooled down t... Reactants: CCOC(=O)C1=C(C=O)Nc2nccn2C1c1cccc([N+](=O)[O-])c1, CCO, CN(C)C=O, Cl, Cl, NO, [Na+], [Na+], O=C([O-])[O-]. The product is CCOC(=O)C1=C(C=NO)Nc2nccn2C1c1cccc([N+](=O)[O-])c1. RXN SMILES: [CH2:2]([CH3:3])[O:4][C:5](=[O:6])[C:7]1=[C:8]([CH:25]=[O:26])[NH:9][c:10]2[n:11]([cH:22][cH:23][n:24]2)[CH:12]1[c:13]1[cH:14][c:15]([N+:19](=[O:20])[O-:21])[cH:16][cH:17][cH:18]1.[CH3:36][CH2:37][OH:38].[CH3:39][N:40]([CH3:41])[CH:42]=[O:43].[ClH:1].[ClH:27].[NH2:28][OH:29].[Na+:30].[Na+:31].[O-:32][C:33](=[O:34])[O-:35]>>[CH2:2]([CH3:3])[O:4][C:5](=[O:6])[C:7]1=[C:8]([CH:25]=[N:28][OH:29])[NH:9][c:10]2[n:11]([cH:22][cH:23][n:24]2)[CH:12]1[c:13]1[cH:14][c:15]([N+:19](=[O:20])[O-:21])[cH:16][cH:17][cH:18]1. The reactants are C(CCCCCCCCCCCCCCC)(=O)NC1=C(C=C(C(=O)O)C=C1)C (4-(n-hexadecanamido)-3-methylbenzoic acid), CC(C)([O-])C.[K+] (potassium tert-butoxide). Product: C(CCCCCCCCCCCCCC)C=1NC2=CC=C(C=C2C1)C(=O)O (2-(n-pentadecyl)indole-5-carboxylic acid). The yield is 59.9%. RXN SMILES: [C:1]([NH:18][C:19]1[CH:27]=[CH:26][C:22]([C:23]([OH:25])=[O:24])=[CH:21][C:20]=1[CH3:28])(=O)[CH2:2][CH2:3][CH2:4][CH2:5][CH2:6][CH2:7][CH2:8][CH2:9][CH2:10][CH2:11][CH2:12][CH2:13][CH2:14][CH2:15][CH3:16].CC(C)([O-])C.[K+]>>[CH2:2]([C:1]1[NH:18][C:19]2[C:20]([CH:28]=1)=[CH:21][C:22]([C:23]([OH:25])=[O:24])=[CH:26][CH:27]=2)[CH2:3][CH2:4][CH2:5][CH2:6][CH2:7][CH2:8][CH2:9][CH2:10][CH2:11][CH2:12][CH2:13][CH2:14][CH2:15][CH3:16] |f:1.2|. Procedure: A mixture of 4-(n-hexadecanamido)-3-methylbenzoic acid (6.3 g) and potassium tert-butoxide (25 g) was treated in a similar manner to that described hereinbefore in Example 1 to give 2-(n-pentadecyl)indole-5-carboxylic acid (3.6 g), in the form of a white solid, m.p. 110°-112° C. Reactants: resultant mixture, C(C)(=O)OC=1C=C(C=O)C=CC1OC(C)=O (3,4-diacetoxybenzaldehyde), [H-].[Na+] (sodium hydride), O=C(CP(OC)(OC)=O)CCCCCC (dimethyl 2-oxooctylphosphonate). The solvent is C(OC)COC (dimethoxyethane), CS(=O)C (dimethyl sulfoxide), O (water), COCCOC (1,2-dimethoxyethane), C(OC)COC (dimethoxyethane). The product is C(C)(=O)OC=1C=C(C=CC1OC(C)=O)C=CC(CCCCCC)=O (1-(3,4-diacetoxyphenyl)-1-nonen-3-one). Isolated yield 80.4%. As a reaction SMILES: [H-].[Na+].[O:3]=[C:4]([CH2:12][CH2:13][CH2:14][CH2:15][CH2:16][CH3:17])[CH2:5]P(=O)(OC)OC.[C:18]([O:21][C:22]1[CH:23]=[C:24]([CH:27]=[CH:28][C:29]=1[O:30][C:31](=[O:33])[CH3:32])[CH:25]=O)(=[O:20])[CH3:19]>O.C(COC)OC.CS(C)=O>[C:18]([O:21][C:22]1[CH:23]=[C:24]([CH:25]=[CH:5][C:4](=[O:3])[CH2:12][CH2:13][CH2:14][CH2:15][CH2:16][CH3:17])[CH:27]=[CH:28][C:29]=1[O:30][C:31](=[O:33])[CH3:32])(=[O:20])[CH3:19] |f:0.1|. Procedure details: To a mixture of 400 mg of oily sodium hydride (60%) and 50 ml of 1,2-dimethoxyethane was added dropwise a mixture of 3.06 g of dimethyl 2-oxooctylphosphonate and 10 ml of dimethoxyethane with stirring under ice-cooling. After adding thereto 5 ml of dimethyl sulfoxide and stirring the mixture for one hour at room temperature, a mixture of 2.22 g of 3,4-diacetoxybenzaldehyde and 10 ml of dimethoxyethane was added dropwise to the mixture. After stirring the resultant mixture for 4 hours at room tem... The reactants are [BH4-].[Li+] (Lithium borohydride), COC1CCCC1 (cyclopentyl methyl ether), FC=1C=C(C=C(C1)F)[C@H]1C(C=2C(=NC=CC2)[C@@H](CC1)O[Si](C(C)C)(C(C)C)C(C)C)=O ((6S,9R)-6-(3,5-difluorophenyl)-9-(triisopropylsilyloxy)-6,7,8,9-tetrahydro-5H-cyclohepta[b]pyridin-5-one). Conditions: temperature 0 celsius, time 6 hour. Yields the product FC=1C=C(C=C(C1)F)[C@H]1[C@@H](C=2C(=NC=CC2)[C@@H](CC1)O[Si](C(C)C)(C(C)C)C(C)C)O ((5S,6S,9R)-6-(3,5-difluorophenyl)-9-(triisopropylsilyloxy)-6,7,8,9-tetrahydro-5H-cyclohepta[b]pyridin-5-ol). The yield is 56.0%. RXN SMILES: [BH4-].[Li+].COC1CCCC1.[F:10][C:11]1[CH:12]=[C:13]([C@@H:18]2[CH2:28][CH2:27][C@@H:26]([O:29][Si:30]([CH:37]([CH3:39])[CH3:38])([CH:34]([CH3:36])[CH3:35])[CH:31]([CH3:33])[CH3:32])[C:21]3=[N:22][CH:23]=[CH:24][CH:25]=[C:20]3[C:19]2=[O:40])[CH:14]=[C:15]([F:17])[CH:16]=1>>[F:10][C:11]1[CH:12]=[C:13]([C@@H:18]2[CH2:28][CH2:27][C@@H:26]([O:29][Si:30]([CH:34]([CH3:36])[CH3:35])([CH:37]([CH3:39])[CH3:38])[CH:31]([CH3:32])[CH3:33])[C:21]3=[N:22][CH:23]=[CH:24][CH:25]=[C:20]3[C@H:19]2[OH:40])[CH:14]=[C:15]([F:17])[CH:16]=1 |f:0.1|. Procedure: Lithium borohydride (0.283 g, 13.01 mmol) was added to a cyclopentyl methyl ether (15 mL) solution of (6S,9R)-6-(3,5-difluorophenyl)-9-(triisopropylsilyloxy)-6,7,8,9-tetrahydro-5H-cyclohepta[b]pyridin-5-one (1.4496 g, 3.25 mmol) at 0° C. under nitrogen. The reaction was stirred at 0° C. for 6 h at room temperature. The reaction was quenched by adding methanol and continued to stir for 0.5 h. The solvent was removed via vacuum and the crude residue was taken up in ethyl acetate, which was washed ... The reactants are Cl.FC1=CC2=C(N=C(C3=C(N2)C=CC(=C3)C(F)(F)F)N)C=C1 (7-fluoro-2-trifluoromethyl-5H-dibenzo[b,e][1,4]diazepin-11-ylamine hydrochloride), COCCC[C@@H]1NCCNC1 ((S)-2-(3-methoxy-propyl)-piperazine), C(C)(C)N(CC)C(C)C (diisopropylethyl amine). The solvent is C1(=CC=CC=C1)C (toluene), CS(=O)C (dimethylsulfoxide). Reaction conditions: temperature 110 celsius, time 24 hour. Yields the product FC1=CC2=C(N=C(C3=C(N2)C=CC(=C3)C(F)(F)F)N3C[C@@H](NCC3)CCCOC)C=C1 ((s)-7-fluoro-11-[3-(3-methoxy-propyl)-piperazin-1-yl]-2-trifluoromethyl-5H-dibenzo[b,e][1,4]diazepine). The yield is 51.2%. As a reaction SMILES: Cl.[F:2][C:3]1[CH:22]=[CH:21][C:6]2[N:7]=[C:8]([NH2:20])[C:9]3[CH:15]=[C:14]([C:16]([F:19])([F:18])[F:17])[CH:13]=[CH:12][C:10]=3[NH:11][C:5]=2[CH:4]=1.[CH3:23][O:24][CH2:25][CH2:26][CH2:27][C@H:28]1[CH2:33]N[CH2:31][CH2:30][NH:29]1.C(N(C(C)C)CC)(C)C>C1(C)C=CC=CC=1.CS(C)=O>[F:2][C:3]1[CH:22]=[CH:21][C:6]2[N:7]=[C:8]([N:20]3[CH2:31][CH2:30][NH:29][C@@H:28]([CH2:27][CH2:26][CH2:25][O:24][CH3:23])[CH2:33]3)[C:9]3[CH:15]=[C:14]([C:16]([F:17])([F:19])[F:18])[CH:13]=[CH:12][C:10]=3[NH:11][C:5]=2[CH:4]=1 |f:0.1|. Procedure: Combine 7-fluoro-2-trifluoromethyl-5H-dibenzo[b,e][1,4]diazepin-11-ylamine hydrochloride (0.399 g, 1.20 mmol), (S)-2-(3-methoxy-propyl)-piperazine (0.381 g, 2.41 mmol), and diisopropylethyl amine (0.21 mL, 1.20 mmol) in a mixture of toluene (4.5 mL) and dimethylsulfoxide (1.5 mL) and stir at 110° C. for 24 hours. Evaporate the mixture then purify by flash chromatography, eluting with a step gradient starting with dichloromethane going to 7% 2N ammonia-methanol in dichloromethane gives (s)-7-fluo... The reactants are C(C)OC1=CC=C(COC=2C=CC3=C(C=C(O3)C(C)NC(CCCC(=O)OC)=O)C2)C=C1 (methyl 5-[(1-{5-[(4-ethoxybenzyl)oxy]-1-benzofuran-2-yl}ethyl)amino]-5-oxopentanoate), [OH-].[Na+] (sodium hydroxide). The solvent is CO (methanol). The product is C(C)OC1=CC=C(COC=2C=CC3=C(C=C(O3)C(C)NC(CCCC(=O)O)=O)C2)C=C1 (5-[(1-{5-[(4-ethoxybenzyl)oxy]-1-benzofuran-2-yl}ethyl)amino]-5-oxopentanoic acid). The yield is 4.9%. Reaction SMILES: [CH2:1]([O:3][C:4]1[CH:32]=[CH:31][C:7]([CH2:8][O:9][C:10]2[CH:11]=[CH:12][C:13]3[O:17][C:16]([CH:18]([NH:20][C:21](=[O:29])[CH2:22][CH2:23][CH2:24][C:25]([O:27]C)=[O:26])[CH3:19])=[CH:15][C:14]=3[CH:30]=2)=[CH:6][CH:5]=1)[CH3:2].[OH-].[Na+]>CO>[CH2:1]([O:3][C:4]1[CH:5]=[CH:6][C:7]([CH2:8][O:9][C:10]2[CH:11]=[CH:12][C:13]3[O:17][C:16]([CH:18]([NH:20][C:21](=[O:29])[CH2:22][CH2:23][CH2:24][C:25]([OH:27])=[O:26])[CH3:19])=[CH:15][C:14]=3[CH:30]=2)=[CH:31][CH:32]=1)[CH3:2] |f:1.2|. Procedure details: Using methyl 5-[(1-{5-[(4-ethoxybenzyl)oxy]-1-benzofuran-2-yl}ethyl)amino]-5-oxopentanoate (214 mg, 0.489 mmol) obtained in Example 97, methanol (2.0 mL) and 8N aqueous sodium hydroxide solution (0.10 mL, 0.82 mmol), an operation in the same manner as in Example 35 was performed to give the title compound (10.2 mg, yield 30%) as a white solid.